Dataset: the Open Reaction Database (ORD), a public repository of structured organic reaction records. Task: describe an organic reaction: reactants, conditions, products, and yield Reactants: ClC1=NC=CC2=C1C=CS2 (4-chlorothieno[3,2-c]pyridine), NC=1SC=CN1 (2-aminothiazole), [O-]P(=O)([O-])[O-].[K+].[K+].[K+] (K3PO4). The reagents and catalysts are C=1C=CC(=CC1)/C=C/C(=O)/C=C/C2=CC=CC=C2.C=1C=CC(=CC1)/C=C/C(=O)/C=C/C2=CC=CC=C2.C=1C=CC(=CC1)/C=C/C(=O)/C=C/C2=CC=CC=C2.[Pd].[Pd] (Tris(dibenzylideneacetone)dipalladium), CC1(C2=C(C(=CC=C2)P(C3=CC=CC=C3)C4=CC=CC=C4)OC5=C(C=CC=C51)P(C6=CC=CC=C6)C7=CC=CC=C7)C (XANTPHOS). The solvent is C1CCOC1 (THF). Conditions: temperature 100 celsius, time 8 hour. Product: S1C(=NC=C1)NC1=NC=CC2=C1C=CS2 (N-(thiazol-2-yl)thieno[3,2-c]pyridin-4-amine). The yield is 62.1%. Reaction SMILES: Cl[C:2]1[C:7]2[CH:8]=[CH:9][S:10][C:6]=2[CH:5]=[CH:4][N:3]=1.[NH2:11][C:12]1[S:13][CH:14]=[CH:15][N:16]=1.[O-]P([O-])([O-])=O.[K+].[K+].[K+]>C1COCC1.C1C=CC(/C=C/C(/C=C/C2C=CC=CC=2)=O)=CC=1.C1C=CC(/C=C/C(/C=C/C2C=CC=CC=2)=O)=CC=1.C1C=CC(/C=C/C(/C=C/C2C=CC=CC=2)=O)=CC=1.[Pd].[Pd].CC1(C)C2C(=C(P(C3C=CC=CC=3)C3C=CC=CC=3)C=CC=2)OC2C(P(C3C=CC=CC=3)C3C=CC=CC=3)=CC=CC1=2>[S:13]1[CH:14]=[CH:15][N:16]=[C:12]1[NH:11][C:2]1[C:7]2[CH:8]=[CH:9][S:10][C:6]=2[CH:5]=[CH:4][N:3]=1 |f:2.3.4.5,7.8.9.10.11|. Procedure details: A flask charged with 4-chlorothieno[3,2-c]pyridine (New, James S. et al. J. Med. Chem., 32(6), p. 1147-1156 (1989)) (2.307 g, 13.6 mmol), 2-aminothiazole (1.67 g, 16.68 mmol), tris(dibenzylideneacetone)dipalladium (0) (0.225 g, 0.25 mmol), XANTPHOS (0.424 g, 0.73 mmol) and K3PO4 (4.08 g, 19.22 mmol) was purged with argon (3×). Dioxane (54 mL) was then added and the mixture was again purged with argon (5×). The reaction was heated to 100° C. with stirring under argon overnight. The reaction was t... Starting materials: [OH-].[Na+] (NaOH), Cl (HCl), N[C@@H](CC1=CC(I)=C(C(I)=C1)OC1=CC(I)=C(C(I)=C1)O)C(=O)O (L-thyroxine), [OH-].[Na+] (NaOH), C1CC(=O)N(C1=O)OC(=O)CI (iodoacetic acid N-hydroxysuccinimide ester). Solvent: C(Cl)(Cl)Cl.CO.C(C)(=O)O (chloroform methanol acetic acid), O (water), CO (methanol). Yields the product N[C@@H](CC1=CC(I)=C(C(I)=C1)OC1=CC(I)=C(C(I)=C1)O)C(=O)O.INC(C)=O (Thyroxine N-iodoacetamide). Reaction SMILES: [NH2:1][C@H:2]([C:22]([OH:24])=[O:23])[CH2:3][C:4]1[CH:11]=[C:9]([I:10])[C:8]([O:12][C:13]2[CH:20]=[C:18]([I:19])[C:17]([OH:21])=[C:15]([I:16])[CH:14]=2)=[C:6]([I:7])[CH:5]=1.[OH-].[Na+].C1C(=O)[N:31](OC(CI)=O)[C:29](=[O:30])[CH2:28]1.Cl>CO.O.C(Cl)(Cl)Cl.CO.C(O)(=O)C>[NH2:1][C@H:2]([C:22]([OH:24])=[O:23])[CH2:3][C:4]1[CH:5]=[C:6]([I:7])[C:8]([O:12][C:13]2[CH:14]=[C:15]([I:16])[C:17]([OH:21])=[C:18]([I:19])[CH:20]=2)=[C:9]([I:10])[CH:11]=1.[I:7][NH:31][C:29](=[O:30])[CH3:28] |f:1.2,7.8.9,10.11|. Procedure: 78 mg (0.1 mmole) of L-thyroxine was dissolved in 1.0 ml of methanol on addition of 34 mls (0.2 mmole) of 6N NaOH and sonication in a bath sonicator. 48 mg of iodoacetic acid N-hydroxysuccinimide ester was added and the mixture vortexed. 8.5 mls of 6N NaOH was added and the mixture vortexed. TLC (chloroform:methanol:acetic acid 50:6:2 on silica gel) indicated complete reaction. 50 mls of 6N HCl was added and then 4 mls of water and formed a precipitate. The precipitate was collected by centrifug... Reactants: OC1=CC(=C(C=C1)C=1OCCN1)C (4,5-dihydro-2-(4-hydroxy-2-methylphenyl)oxazole), BrCCCCCCCC1=CC(=NO1)C (5-(7-bromoheptyl)-3-methylisoxazole), CC1=CC(=NO1)CCC(=O)OC (Methyl 5-methyl-3-isoxazolepropanoate). Yields the product OCC1CN=C(O1)C1=CC=C(OCCCCCCCC2=CC(=NO2)C)C=C1 (5-{7-[4-(4,5-Dihydro-5-hydroxymethyl-2-oxazolyl)phenoxy]heptyl}-3-methylisoxazole). Yield: 27.0%. As a reaction SMILES: [OH:1][C:2]1[CH:7]=[CH:6][C:5]([C:8]2[O:9][CH2:10][CH2:11][N:12]=2)=[C:4](C)[CH:3]=1.Br[CH2:15][CH2:16][CH2:17][CH2:18][CH2:19][CH2:20][CH2:21][C:22]1[O:26][N:25]=[C:24]([CH3:27])[CH:23]=1.C[C:29]1[O:33]N=C(CCC(OC)=O)C=1>>[OH:33][CH2:29][CH:10]1[O:9][C:8]([C:5]2[CH:4]=[CH:3][C:2]([O:1][CH2:15][CH2:16][CH2:17][CH2:18][CH2:19][CH2:20][CH2:21][C:22]3[O:26][N:25]=[C:24]([CH3:27])[CH:23]=3)=[CH:7][CH:6]=2)=[N:12][CH2:11]1. Procedure details: 5-{7-[4-(4,5-Dihydro-2-oxazolyl)-3-methylphenoxy]heptyl}-3-methylisoxazole [IX; R=CH3, R2, R3, R4, R5 and R6 =H, R1 =3-CH3, Y=(CH2)7, oxazole at 4-position] was prepared from 4,5-dihydro-2-(4-hydroxy-2-methylphenyl)oxazole and 5-(7-bromoheptyl)-3-methylisoxazole according to the procedure of Example 9, part (d) and was obtained in 27% yield as a colorless solid, m.p. 58°-59° C. when recrystallized from an isopropyl acetate-hexane mixture. The reactants are COc1ccc(C(=O)CBr)cc1, CCCCc1nc(C)[nH]c(=O)c1Cc1ccc(-c2ccccc2C#N)cc1, CN(C)C=O, CCOC(C)=O, [H-], [Na+]. Yields the product CCCCc1nc(C)n(CC(=O)c2ccc(OC)cc2)c(=O)c1Cc1ccc(-c2ccccc2C#N)cc1. Reaction SMILES: [Br:35][CH2:36][C:37](=[O:38])[c:39]1[cH:40][cH:41][c:42]([O:45][CH3:46])[cH:43][cH:44]1.[CH2:1]([CH2:2][CH2:3][CH3:4])[c:5]1[n:6][c:7]([CH3:27])[nH:8][c:9](=[O:26])[c:10]1[CH2:11][c:12]1[cH:13][cH:14][c:15](-[c:18]2[c:19]([C:24]#[N:25])[cH:20][cH:21][cH:22][cH:23]2)[cH:16][cH:17]1.[CH3:30][N:31]([CH3:32])[CH:33]=[O:34].[CH3:47][CH2:48][O:49][C:50](=[O:51])[CH3:52].[H-:28].[Na+:29]>>[CH2:1]([CH2:2][CH2:3][CH3:4])[c:5]1[n:6][c:7]([CH3:27])[n:8]([CH2:36][C:37](=[O:38])[c:39]2[cH:40][cH:41][c:42]([O:45][CH3:46])[cH:43][cH:44]2)[c:9](=[O:26])[c:10]1[CH2:11][c:12]1[cH:13][cH:14][c:15](-[c:18]2[c:19]([C:24]#[N:25])[cH:20][cH:21][cH:22][cH:23]2)[cH:16][cH:17]1.